This data is from the Open Reaction Database (ORD), a public repository of structured organic reaction records. The task is: describe an organic reaction: reactants, conditions, products, and yield Starting materials: [N+](=O)([O-])C1=C2C=3C(=NN(C3C=C1)CCN(CC1=CC=CC=C1)CCOCC1=CC=CC=C1)C1=C(O2)C=CC(=C1)O (5-nitro-2-[2-[[2-(phenylmethoxy)ethyl](phenylmethyl)amino]ethyl]-2H-[1]benzopyrano[4,3,2-cd]indazol-9-ol). The reagents and catalysts are [Ni] (Raney nickel). The solvent is CN(C=O)C (N,N-dimethylformamide). Reaction conditions: time 8 hour. Product: NC1=C2C=3C(=NN(C3C=C1)CCN(CC1=CC=CC=C1)CCOCC1=CC=CC=C1)C1=C(O2)C=CC(=C1)O (5-amino-2-[2-[[2-(phenylmethoxy)ethyl](phenylmethyl)amino]ethyl]-2H-[1]benzopyrano[4,3,2-cd]indazol-9-ol). RXN SMILES: [N+:1]([C:4]1[CH:12]=[CH:11][C:10]2[N:9]([CH2:13][CH2:14][N:15]([CH2:23][CH2:24][O:25][CH2:26][C:27]3[CH:32]=[CH:31][CH:30]=[CH:29][CH:28]=3)[CH2:16][C:17]3[CH:22]=[CH:21][CH:20]=[CH:19][CH:18]=3)[N:8]=[C:7]3[C:33]4[CH:39]=[C:38]([OH:40])[CH:37]=[CH:36][C:34]=4[O:35][C:5]=1[C:6]=23)([O-])=O>[Ni].CN(C)C=O>[NH2:1][C:4]1[CH:12]=[CH:11][C:10]2[N:9]([CH2:13][CH2:14][N:15]([CH2:23][CH2:24][O:25][CH2:26][C:27]3[CH:28]=[CH:29][CH:30]=[CH:31][CH:32]=3)[CH2:16][C:17]3[CH:18]=[CH:19][CH:20]=[CH:21][CH:22]=3)[N:8]=[C:7]3[C:33]4[CH:39]=[C:38]([OH:40])[CH:37]=[CH:36][C:34]=4[O:35][C:5]=1[C:6]=23. Procedure details: A mixture of 10 g of 5-nitro-2-[2-[[2-(phenylmethoxy)ethyl](phenylmethyl)amino]ethyl]-2H-[1]benzopyrano[4,3,2-cd]indazol-9-ol and 5 g of Raney nickel in 150 ml N,N-dimethylformamide was stirred at atmospheric pressure under hydrogen overnight. The mixture was filtered and the filtrate was concentrated in vacuo to a thick oil. The 5-amino-2-[2-[[2-(phenylmethoxy)ethyl](phenylmethyl)amino]ethyl]-2H-[1]benzopyrano[4,3,2-cd]indazol-9-ol so obtained was used without further processing. The reactants are CC#N, O=C1Nc2cccnc2N(C(=O)Cl)c2ccccc21, NCCN1CCCCC1CN1CCCC1. Yields the product O=C1Nc2cccnc2N(C(=O)NCCN2CCCCC2CN2CCCC2)c2ccccc21. As a reaction SMILES: [CH3:35][C:36]#[N:37].[Cl:1][C:2](=[O:3])[N:4]1[c:5]2[c:6]([cH:16][cH:17][cH:18][n:19]2)[NH:7][C:8](=[O:15])[c:9]2[c:10]1[cH:11][cH:12][cH:13][cH:14]2.[N:20]1([CH2:25][CH:26]2[N:27]([CH2:32][CH2:33][NH2:34])[CH2:28][CH2:29][CH2:30][CH2:31]2)[CH2:21][CH2:22][CH2:23][CH2:24]1>>[C:2](=[O:3])([N:4]1[c:5]2[c:6]([cH:16][cH:17][cH:18][n:19]2)[NH:7][C:8](=[O:15])[c:9]2[c:10]1[cH:11][cH:12][cH:13][cH:14]2)[NH:34][CH2:33][CH2:32][N:27]1[CH:26]([CH2:25][N:20]2[CH2:21][CH2:22][CH2:23][CH2:24]2)[CH2:31][CH2:30][CH2:29][CH2:28]1.